This data is from the Open Reaction Database (ORD), a public repository of structured organic reaction records. The task is: describe an organic reaction: reactants, conditions, products, and yield The reactants are CC#N, CCN(C(C)C)C(C)C, CSc1ncc(CCl)c(NC(C)C)n1, [I-], N#Cc1cc(N)cc([N+](=O)[O-])c1, [Na+]. Product: CSc1ncc(CNc2cc(C#N)cc([N+](=O)[O-])c2)c(NC(C)C)n1. As a reaction SMILES: [CH3:38][C:39]#[N:40].[CH:29]([N:30]([CH:31]([CH3:32])[CH3:33])[CH2:34][CH3:35])([CH3:36])[CH3:37].[Cl:13][CH2:14][c:15]1[c:16]([NH:23][CH:24]([CH3:25])[CH3:26])[n:17][c:18]([S:21][CH3:22])[n:19][cH:20]1.[I-:28].[NH2:1][c:2]1[cH:3][c:4]([C:5]#[N:6])[cH:7][c:8]([N+:10](=[O:11])[O-:12])[cH:9]1.[Na+:27]>>[NH:1]([c:2]1[cH:3][c:4]([C:5]#[N:6])[cH:7][c:8]([N+:10](=[O:11])[O-:12])[cH:9]1)[CH2:14][c:15]1[c:16]([NH:23][CH:24]([CH3:25])[CH3:26])[n:17][c:18]([S:21][CH3:22])[n:19][cH:20]1. The reactants are saturated solution, C(C1=CN=CC=C1)(=O)N (nicotinamide), C=1C=CC2=C(C1)C(=CC(=O)N2)CC(C(=O)O)NC(=O)C=3C=CC(=CC3)Cl (Rebamipide). Run in [N+](=O)([O-])C (nitromethane). Reaction conditions: temperature 50 celsius, time 5 day. Product: C=1C=CC2=C(C1)C(=CC(=O)N2)CC(C(=O)O)NC(=O)C=3C=CC(=CC3)Cl.C(C1=CN=CC=C1)(=O)N (Rebamipide Nicotinamide). Reaction SMILES: [CH:1]1[CH:2]=[CH:3][C:4]2[NH:11][C:9](=[O:10])[CH:8]=[C:7]([CH2:12][CH:13]([NH:17][C:18]([C:20]3[CH:21]=[CH:22][C:23]([Cl:26])=[CH:24][CH:25]=3)=[O:19])[C:14]([OH:16])=[O:15])[C:5]=2[CH:6]=1.[C:27]([NH2:35])(=[O:34])[C:28]1[CH:33]=[CH:32][CH:31]=[N:30][CH:29]=1>[N+](C)([O-])=O>[CH:1]1[CH:2]=[CH:3][C:4]2[NH:11][C:9](=[O:10])[CH:8]=[C:7]([CH2:12][CH:13]([NH:17][C:18]([C:20]3[CH:25]=[CH:24][C:23]([Cl:26])=[CH:22][CH:21]=3)=[O:19])[C:14]([OH:16])=[O:15])[C:5]=2[CH:6]=1.[C:27]([NH2:35])(=[O:34])[C:28]1[CH:33]=[CH:32][CH:31]=[N:30][CH:29]=1 |f:3.4|. Procedure details: Rebamipide (100 mg) was weighed into a glass vial. 15 ml of a saturated solution of nicotinamide in nitromethane was added and the vial sealed. The resulting slurry was placed in a shaker and matured for 5 days (RT to 50° C. on an 8 hour cycle, heating to 50° C. for 4 hours and then cooling to RT for a further 4 hours). The product was then filtered under vacuum and dried in a vacuum oven at 50° C. overnight. Reactants: COC=1C=C(C=CC1OC)C1C(NCCN1)=O (3-(3,4-dimethoxyphenyl)-piperazin-2-one), C(C)(=O)OC(C)=O (acetic anhydride). Yields the product COC=1C=C(C=CC1OC)C1C(NCCN1C(C)=O)=O (3-(3,4-dimethoxyphenyl)-4-acetylpiperazin-2-one). As a reaction SMILES: [CH3:1][O:2][C:3]1[CH:4]=[C:5]([CH:11]2[NH:16][CH2:15][CH2:14][NH:13][C:12]2=[O:17])[CH:6]=[CH:7][C:8]=1[O:9][CH3:10].[C:18](OC(=O)C)(=[O:20])[CH3:19]>>[CH3:1][O:2][C:3]1[CH:4]=[C:5]([CH:11]2[N:16]([C:18](=[O:20])[CH3:19])[CH2:15][CH2:14][NH:13][C:12]2=[O:17])[CH:6]=[CH:7][C:8]=1[O:9][CH3:10]. Procedure: 23.6 l g (0.1 mol) of the 3-(3,4-dimethoxyphenyl)-piperazin-2-one prepared in accordance with Example 1 are introduced into 100 ml of acetic anhydride. Starting materials: C(c1ccccc1)n1cc(C=O)cn1, CC1=CN=C(C=C1)N, [C-]#[N+]C1CCCCC1. Reagents/catalysts: O=C(O)C(F)(F)F (trifluoroacetic acid). The solvent is CC(C)O (isopropyl alcohol), CC(C)O (isopropylalcohol). Run at temperature 22 celsius, time 20 hour. Yields the product Cc1ccc2nc(c3cnn(Cc4ccccc4)c3)c(NC3CCCCC3)n2c1. The yield is 67.1%. Reaction SMILES: CC1=CC=C(N)N=C1.[C-]#[N+]C1CCCCC1.O=CC1=CN(CC2=CC=CC=C2)N=C1>>CC1=CN2C(C=C1)=NC(C1=CN(CC3=CC=CC=C3)N=C1)=C2NC1CCCCC1. Run in O1CCCC1 (Tetrahydrofuran). The reactants are C(CCC)OC=1C(C(C1OCCCC)=O)=O (3,4-dibutoxy-3-cyclobutene-1,2-dione), NC(C)C(C)(C)C (2-amino-3,3-dimethylbutane). As a reaction SMILES: C(O[C:6]1[C:7](=[O:16])[C:8](=[O:15])[C:9]=1[O:10][CH2:11][CH2:12][CH2:13][CH3:14])CCC.[NH2:17][CH:18]([C:20]([CH3:23])([CH3:22])[CH3:21])[CH3:19]>O1CCCC1>[CH2:11]([O:10][C:9]1[C:8](=[O:15])[C:7](=[O:16])[C:6]=1[NH:17][CH:18]([CH3:19])[C:20]([CH3:23])([CH3:22])[CH3:21])[CH2:12][CH2:13][CH3:14]. Procedure: Tetrahydrofuran (15 mL), 3,4-dibutoxy-3-cyclobutene-1,2-dione (2.26 g, 10 mmol) and 2-amino-3,3-dimethylbutane (1.01 g, 10 mmol) were stirred together for approximately 65 hours at room temperature. The waxy solid remaining after removal of solvent was dissolved in chloroform (15 mL) and chromatographed (flash, ethyl acetate/hexane) on silica. The appropriate fractions were freed of solvent to yield 2.41 g (95%) of cream-colored waxy solid: mp 90°-9° C.° (softens 85° C.). Product: C(CCC)OC=1C(C(C1NC(C(C)(C)C)C)=O)=O (3-Butoxy-4-(1,2,2-trimethyl-propylamino)-cyclobut-3-ene-1,2-dione).